Dataset: the Open Reaction Database (ORD), a public repository of structured organic reaction records. Task: describe an organic reaction: reactants, conditions, products, and yield Reactants: C(C)(C)(C)OC(=O)C1=CC(=C(C=C1)[C@@H]1CC[C@H](CC1)NCC1=CC=C(C=C1)F)CNC (trans-4-(4-tert.butoxycarbonyl-methylaminomethylphenyl)-N-(4-fluorobenzyl)cyclohexylamine), CS(=O)(=O)Cl (methanesulphonic acid chloride). Yields the product C(C)(C)(C)OC(=O)C1=CC(=C(C=C1)[C@@H]1CC[C@H](CC1)N(S(=O)(=O)C)CC1=CC=C(C=C1)F)CNC (trans-4-(4-tert.butoxycarbonyl-methylaminomethylphenyl)-N-(4-fluorobenzyl)-N-methanesulphonylcyclohexylamine). Reaction SMILES: [C:1]([O:5][C:6]([C:8]1[CH:13]=[CH:12][C:11]([C@H:14]2[CH2:19][CH2:18][C@H:17]([NH:20][CH2:21][C:22]3[CH:27]=[CH:26][C:25]([F:28])=[CH:24][CH:23]=3)[CH2:16][CH2:15]2)=[C:10]([CH2:29][NH:30][CH3:31])[CH:9]=1)=[O:7])([CH3:4])([CH3:3])[CH3:2].[CH3:32][S:33](Cl)(=[O:35])=[O:34]>>[C:1]([O:5][C:6]([C:8]1[CH:13]=[CH:12][C:11]([C@H:14]2[CH2:19][CH2:18][C@H:17]([N:20]([CH2:21][C:22]3[CH:23]=[CH:24][C:25]([F:28])=[CH:26][CH:27]=3)[S:33]([CH3:32])(=[O:35])=[O:34])[CH2:16][CH2:15]2)=[C:10]([CH2:29][NH:30][CH3:31])[CH:9]=1)=[O:7])([CH3:4])([CH3:3])[CH3:2]. Reported procedure: from trans-4-(4-tert.butoxycarbonyl-methylaminomethylphenyl)-N-(4-fluorobenzyl)cyclohexylamine and methanesulphonic acid chloride. Colourless oil. The reactants are C(#N)NC(=NCCSCC1=NC=CC=C1O)NC (N-cyano-N'-methyl-N"-[2-((3-hydroxy-2-pyridyl)-methylthio)ethyl]guanidine), Cl (hydrochloric acid). Reported procedure: A solution of N-cyano-N'-methyl-N"-[2-((3-hydroxy-2-pyridyl)-methylthio)ethyl]guanidine (2.2 g) in hydrochloric acid (25 ml) was heated on the steam bath for 2 hours. Concentration followed by recrystallisation of the product afforded N-methyl-N"-[2-((3-hydroxy-2-pyridyl)methylthio)ethyl]guanidine dihydrochloride (1.6 g). Reaction SMILES: [C:1]([NH:3][C:4]([NH:17]C)=[N:5][CH2:6][CH2:7][S:8][CH2:9][C:10]1[C:15]([OH:16])=[CH:14][CH:13]=[CH:12][N:11]=1)#N.[ClH:19]>>[ClH:19].[ClH:19].[CH3:1][NH:3][C:4]([NH2:17])=[N:5][CH2:6][CH2:7][S:8][CH2:9][C:10]1[C:15]([OH:16])=[CH:14][CH:13]=[CH:12][N:11]=1 |f:2.3.4|. Yields the product Cl.Cl.CNC(=NCCSCC1=NC=CC=C1O)N (N-methyl-N"-[2-((3-hydroxy-2-pyridyl)methylthio)ethyl]guanidine dihydrochloride). Starting materials: O=C([O-])[O-], COC(=O)c1cccc(O)c1C(=O)OC, CC(C)=O, ClCc1ccc(Cl)cc1, [K+], [K+]. Product: COC(=O)c1cccc(OCc2ccc(Cl)cc2)c1C(=O)OC. As a reaction SMILES: [C:16](=[O:17])([O-:18])[O-:19].[CH3:1][O:2][C:3]([c:4]1[c:5]([C:6](=[O:7])[O:8][CH3:9])[c:10]([OH:14])[cH:11][cH:12][cH:13]1)=[O:15].[CH3:31][C:32](=[O:33])[CH3:34].[Cl:22][c:23]1[cH:24][cH:25][c:26]([CH2:27][Cl:28])[cH:29][cH:30]1.[K+:20].[K+:21]>>[CH3:1][O:2][C:3]([c:4]1[c:5]([C:6](=[O:7])[O:8][CH3:9])[c:10]([O:14][CH2:27][c:26]2[cH:25][cH:24][c:23]([Cl:22])[cH:30][cH:29]2)[cH:11][cH:12][cH:13]1)=[O:15]. Starting materials: CI, CN(C)C=O, [H-], [Na+], [Na+], O=C([O-])O, COC(=O)c1cccc2nc[nH]c12. Product: COC(=O)c1cccc2c1ncn2C. As a reaction SMILES: [CH3:16][I:17].[CH3:23][N:24]([CH3:25])[CH:26]=[O:27].[H-:14].[Na+:15].[Na+:18].[OH:19][C:20](=[O:21])[O-:22].[n:1]1[cH:2][nH:3][c:4]2[c:5]1[cH:6][cH:7][cH:8][c:9]2[C:10](=[O:11])[O:12][CH3:13]>>[n:1]1([CH3:20])[cH:2][n:3][c:4]2[c:5]1[cH:6][cH:7][cH:8][c:9]2[C:10](=[O:11])[O:12][CH3:13]. Starting materials: C(C)(C)(C)OC(C1=C(C(=CC=C1)CC(B1OC2(C3C(C(CC2O1)C3)(C)C)C)NC(CC3(CCC(CC3)NC(=O)OC(C)(C)C)O)=O)OC)=O (3-[2-[2-(4-tert-Butoxycarbonylamino-1-hydroxy-cyclohexyl)-acetylamino]-2-(2,9,9-trimethyl-3,5-dioxa-4-bora-tricyclo[6.1.1.02,6]dec-4-yl)-ethyl]-2-methoxy-benzoic acid tert-butyl ester), B(Cl)(Cl)Cl (BCl3). Product: NC1CCC(CC1)(O)CC(=O)NC1B(OC2=C(C1)C=CC=C2C(=O)O)O (3-[2-(4-Amino-1-hydroxy-cyclohexyl)-acetylamino]-2-hydroxy-3,4-dihydro-2H-benzo[e][1,2]oxaborinine-8-carboxylic acid). RXN SMILES: C([O:5][C:6](=[O:49])[C:7]1[CH:12]=[CH:11][CH:10]=[C:9]([CH2:13][CH:14]([NH:28][C:29](=[O:46])[CH2:30][C:31]2([OH:45])[CH2:36][CH2:35][CH:34]([NH:37]C(OC(C)(C)C)=O)[CH2:33][CH2:32]2)[B:15]2[O:23]C3C(C)(C4CC(C3)C4(C)C)[O:16]2)[C:8]=1OC)(C)(C)C.B(Cl)(Cl)Cl>>[NH2:37][CH:34]1[CH2:33][CH2:32][C:31]([CH2:30][C:29]([NH:28][CH:14]2[CH2:13][C:9]3[CH:10]=[CH:11][CH:12]=[C:7]([C:6]([OH:5])=[O:49])[C:8]=3[O:23][B:15]2[OH:16])=[O:46])([OH:45])[CH2:36][CH2:35]1. Reported procedure: Prepared from 3-[2-[2-(4-tert-Butoxycarbonylamino-1-hydroxy-cyclohexyl)-acetylamino]-2-(2,9,9-trimethyl-3,5-dioxa-4-bora-tricyclo[6.1.1.02,6]dec-4-yl)-ethyl]-2-methoxy-benzoic acid tert-butyl ester and BCl3 following the procedure described in Step 2 of Example 1. The crude product was purified by reverse phase preparative HPLC and dried using lyophilization. ESI-MS m/z 363 (MH)+. Reactants: O=C([O-])[O-], O=c1c(O)cn(C2CCCC2)c2cc(NC3CCCCC3)c(F)cc12, [Cl-], N#Cc1ccc(F)cc1, [K+], [K+], [NH4+], CN(C)C=O. Yields the product N#Cc1ccc(Oc2cn(C3CCCC3)c3cc(NC4CCCCC4)c(F)cc3c2=O)cc1. As a reaction SMILES: [C:1](=[O:2])([O-:3])[O-:4].[CH:16]1([NH:22][c:23]2[c:24]([F:40])[cH:25][c:26]3[c:27](=[O:39])[c:28]([OH:38])[cH:29][n:30]([CH:33]4[CH2:34][CH2:35][CH2:36][CH2:37]4)[c:31]3[cH:32]2)[CH2:17][CH2:18][CH2:19][CH2:20][CH2:21]1.[Cl-:41].[F:7][c:8]1[cH:9][cH:10][c:11]([C:12]#[N:13])[cH:14][cH:15]1.[K+:5].[K+:6].[NH4+:42].[O:43]=[CH:44][N:45]([CH3:46])[CH3:47]>>[c:8]1([O:38][c:28]2[c:27](=[O:39])[c:26]3[cH:25][c:24]([F:40])[c:23]([NH:22][CH:16]4[CH2:17][CH2:18][CH2:19][CH2:20][CH2:21]4)[cH:32][c:31]3[n:30]([CH:33]3[CH2:34][CH2:35][CH2:36][CH2:37]3)[cH:29]2)[cH:9][cH:10][c:11]([C:12]#[N:13])[cH:14][cH:15]1. The reactants are C1(CC1)S(=O)(=O)C1=CC=C(C=C1)C(C(C=C)=O)CC1CCOCC1 (4-[4-(cyclopropylsulfonyl)phenyl]-5-(tetrahydro-2H-pyran-4-yl)pent-1-en-3-one), C(C)O (ethanol), O1CCCC1 (tetrahydrofuran), [Si](C1=CC=CC=C1)(C1=CC=CC=C1)(C(C)(C)C)OCC1=NN=C(S1)C=O (5-({[tert-butyl(diphenyl)silyl]oxy}methyl)-1,3,4-thiadiazole-2-carbaldehyde). Reagents/catalysts: [Cl-].C(C1=CC=CC=C1)[N+]1=CSC(=C1C)CCO (3-benzyl-5-(2-hydroxyethyl)-4-methyl-1,3-thiazol-3-ium chloride). The solvent is C(C)N(CC)CC (triethylamine), C(C)(=O)OCC (ethyl acetate). Yields the product [Si](C1=CC=CC=C1)(C1=CC=CC=C1)(C(C)(C)C)OCC1=NN=C(S1)C(CCC(C(CC1CCOCC1)C1=CC=C(C=C1)S(=O)(=O)C1CC1)=O)=O (1-[5-({[tert-butyl(diphenyl)silyl]oxy}methyl)-1,3,4-thiadiazol-2-yl]-5-[4-(cyclopropylsulfonyl)phenyl]-6-(tetrahydro-2H-pyran-4-yl)hexane-1,4-dione). Yield: 56.8%. Reaction SMILES: [CH:1]1([S:4]([C:7]2[CH:12]=[CH:11][C:10]([CH:13]([CH2:18][CH:19]3[CH2:24][CH2:23][O:22][CH2:21][CH2:20]3)[C:14](=[O:17])[CH:15]=[CH2:16])=[CH:9][CH:8]=2)(=[O:6])=[O:5])[CH2:3][CH2:2]1.C(O)C.O1CCCC1.[Si:33]([O:50][CH2:51][C:52]1[S:56][C:55]([CH:57]=[O:58])=[N:54][N:53]=1)([C:46]([CH3:49])([CH3:48])[CH3:47])([C:40]1[CH:45]=[CH:44][CH:43]=[CH:42][CH:41]=1)[C:34]1[CH:39]=[CH:38][CH:37]=[CH:36][CH:35]=1>[Cl-].C([N+]1C(C)=C(CCO)SC=1)C1C=CC=CC=1.C(OCC)(=O)C.C(N(CC)CC)C>[Si:33]([O:50][CH2:51][C:52]1[S:56][C:55]([C:57](=[O:58])[CH2:16][CH2:15][C:14](=[O:17])[CH:13]([C:10]2[CH:9]=[CH:8][C:7]([S:4]([CH:1]3[CH2:3][CH2:2]3)(=[O:6])=[O:5])=[CH:12][CH:11]=2)[CH2:18][CH:19]2[CH2:24][CH2:23][O:22][CH2:21][CH2:20]2)=[N:54][N:53]=1)([C:46]([CH3:47])([CH3:48])[CH3:49])([C:34]1[CH:39]=[CH:38][CH:37]=[CH:36][CH:35]=1)[C:40]1[CH:45]=[CH:44][CH:43]=[CH:42][CH:41]=1 |f:4.5|. Procedure: To a solution of 4-[4-(cyclopropylsulfonyl)phenyl]-5-(tetrahydro-2H-pyran-4-yl)pent-1-en-3-one (141 mg) in a mixed solvent of ethanol (1 mL) and tetrahydrofuran (1 mL) were added 5-({[tert-butyl(diphenyl)silyl]oxy}methyl)-1,3,4-thiadiazole-2-carbaldehyde (171 mg), 3-benzyl-5-(2-hydroxyethyl)-4-methyl-1,3-thiazol-3-ium chloride (12.1 mg) and triethylamine (24.4 μL), and the mixture was stirred with heating under reflux for 3 hr. After cooling to room temperature, the reaction mixture was diluted ... The reactants are ClC=1C=C2C(C(=O)NC2=O)=CC1S(N)(=O)=O (4-chloro-5-sulfamoylphthalimide), NC1CCN(CC1)CC1=CC=C(C=C1)Br (4-amino-1-(4-bromobenzyl)piperidine). Run in C(CCCC)O (n-pentanol). Yields the product BrC1=CC=C(C=C1)CN1CCC(CC1)N1C(C2=CC(=C(C=C2C1=O)S(=O)(=O)N)Cl)=O (2-[1-[(4-Bromophenyl)methyl]-4-piperidinyl]-6-chloro-2,3-dihydro-1,3-dioxo-1H-isoindole-5-sulfonamide). As a reaction SMILES: [Cl:1][C:2]1[CH:3]=[C:4]2[C:9](=[O:10])[NH:8][C:6](=[O:7])[C:5]2=[CH:11][C:12]=1[S:13](=[O:16])(=[O:15])[NH2:14].N[CH:18]1[CH2:23][CH2:22][N:21]([CH2:24][C:25]2[CH:30]=[CH:29][C:28]([Br:31])=[CH:27][CH:26]=2)[CH2:20][CH2:19]1>C(O)CCCC>[Br:31][C:28]1[CH:27]=[CH:26][C:25]([CH2:24][N:21]2[CH2:22][CH2:23][CH:18]([N:8]3[C:6](=[O:7])[C:5]4[C:4](=[CH:3][C:2]([Cl:1])=[C:12]([S:13]([NH2:14])(=[O:16])=[O:15])[CH:11]=4)[C:9]3=[O:10])[CH2:19][CH2:20]2)=[CH:30][CH:29]=1. Reported procedure: Reaction of a mixture of 4-chloro-5-sulfamoylphthalimide (6.48 g., 0.025 mole) and 4-amino-1-(4-bromobenzyl)piperidine (6.7 g., 0.025 mole) in n-pentanol according to the procedure of Example 1(a) afforded the 1,3-dioxoisoindole product. Purification of the crude product by triturating with n-heptane and crystallization from DMF-methanol afforded 6.9 g. (54%) of 2-[1-[(4-bromophenyl)methyl]-4-piperidinyl]-6-chloro-2,3-dihydro-1,3-dioxo-1H-isoindole-5-sulfonamide, m.p. 246°-247° (dec.). The reactants are [BH4-], CC(C)(C)c1ccc(COc2ccc(F)cc2C(=O)O)cc1, C1CCOC1, CN1CCOCC1, CO, CCOC(=O)Cl, Cl, [Na+]. Yields the product CC(C)(C)c1ccc(COc2ccc(F)cc2CO)cc1. RXN SMILES: [BH4-:36].[C:1]([CH3:2])([CH3:3])([CH3:4])[c:5]1[cH:6][cH:7][c:8]([CH2:9][O:10][c:11]2[c:12]([C:13](=[O:14])[OH:15])[cH:16][c:17]([F:20])[cH:18][cH:19]2)[cH:21][cH:22]1.[CH2:39]1[O:40][CH2:41][CH2:42][CH2:43]1.[CH3:23][N:24]1[CH2:25][CH2:26][O:27][CH2:28][CH2:29]1.[CH3:44][OH:45].[Cl:30][C:31]([O:32][CH2:33][CH3:34])=[O:35].[ClH:38].[Na+:37]>>[C:1]([CH3:2])([CH3:3])([CH3:4])[c:5]1[cH:6][cH:7][c:8]([CH2:9][O:10][c:11]2[c:12]([CH2:13][OH:14])[cH:16][c:17]([F:20])[cH:18][cH:19]2)[cH:21][cH:22]1.